This data is from the Open Reaction Database (ORD), a public repository of structured organic reaction records. The task is: describe an organic reaction: reactants, conditions, products, and yield Starting materials: C(C1=CC=CC=C1)OC(=O)N[C@H](C(=O)OC)CCC1=NNN(N1C=C=O)OC (methyl (2S)-2-(benzyloxycarbonylamino)-4-(2-methoxy-carbonylmethyltetrazol-5-yl)butyrate). Reagents/catalysts: [Pd] (Pd/C). Run in C(C)(=O)OCC (ethyl acetate). Conditions: time 15 hour. Product: N[C@H](C(=O)OC)CCC=1N=NN(N1)CC(=O)OC (methyl (2S)-2-amino-4-(2-methoxycarbonylmethyl-tetrazol-5-yl)butyrate). The yield is 151.8%. RXN SMILES: C(OC([NH:11][C@@H:12]([CH2:17][CH2:18][C:19]1[N:23](C=C=O)[N:22](OC)[NH:21][N:20]=1)[C:13]([O:15][CH3:16])=[O:14])=O)C1C=CC=CC=1>C(OCC)(=O)C.[Pd]>[NH2:11][C@@H:12]([CH2:17][CH2:18][C:19]1[N:20]=[N:21][N:22]([CH2:12][C:13]([O:15][CH3:16])=[O:14])[N:23]=1)[C:13]([O:15][CH3:16])=[O:14]. Procedure details: To a solution of methyl (2S)-2-(benzyloxycarbonylamino)-4-(2-methoxy-carbonylmethyltetrazol-5-yl)butyrate (0.820 g, 2.10 mmol) in ethyl acetate (100 ml) was added 10% Pd/C (0.220 g). The black reaction mixture was stirred at room temperature for 15 hours under a hydrogen atmosphere. The catalyst was removed by filtration and the filtrate was concentrated to give methyl (2S)-2-amino-4-(2-methoxycarbonylmethyl-tetrazol-5-yl)butyrate (0.410 g, 76%) as a colourless oil. This was immediately used in ... Starting materials: COC(=O)C(N)CC(C)C, Cc1c(C(=O)O)oc2ccccc12. Product: COC(=O)C(CC(C)C)NC(=O)c1oc2ccccc2c1C. As a reaction SMILES: [CH3:14][O:15][C:16]([CH:17]([NH2:18])[CH2:19][CH:20]([CH3:21])[CH3:22])=[O:23].[CH3:1][c:2]1[c:3]([C:11](=[O:12])[OH:13])[o:4][c:5]2[c:6]1[cH:7][cH:8][cH:9][cH:10]2>>[CH3:1][c:2]1[c:3]([C:11](=[O:13])[NH:18][CH:17]([C:16]([O:15][CH3:14])=[O:23])[CH2:19][CH:20]([CH3:21])[CH3:22])[o:4][c:5]2[c:6]1[cH:7][cH:8][cH:9][cH:10]2. Reported procedure: A mixture of 4-(4-p-methoxybenzyloxycarbonylbenzoylthio)-1-p-nitrobenzyloxycarbonyltriphenylphosphoranylidenemethyl-2-azetidinone (1.65 g) and anizole (0.54 g) in trifluoroacetic acid (4.1 ml) was stirred for 0.5 hour at 0° C. Evaporation of trifluoroacetic acid gave an oily residue which was dissolved in ethyl acetate. The ethyl acetate solution was extracted with aqueous potassium carbonate. The aqueous layer was washed with ether, acidified with hydrochloric acid and extracted with ethyl acet... The product is C(=O)(O)C1=CC=C(C(=O)SC2C(C(N2C(=O)OCC2=CC=C(C=C2)[N+](=O)[O-])=O)C=P(C2=CC=CC=C2)(C2=CC=CC=C2)C2=CC=CC=C2)C=C1 (4-(4-carboxybenzoylthio)-1-p-nitrobenzyloxycarbonyltriphenylphosphoranylidenemethyl-2-azetidinone). Starting materials: COC1=CC=C(COC(=O)C2=CC=C(C(=O)SC3C(C(N3C(=O)OCC3=CC=C(C=C3)[N+](=O)[O-])=O)C=P(C3=CC=CC=C3)(C3=CC=CC=C3)C3=CC=CC=C3)C=C2)C=C1 (4-(4-p-methoxybenzyloxycarbonylbenzoylthio)-1-p-nitrobenzyloxycarbonyltriphenylphosphoranylidenemethyl-2-azetidinone). Solvent: FC(C(=O)O)(F)F (trifluoroacetic acid), C(C)(=O)OCC (ethyl acetate). As a reaction SMILES: COC1C=CC(C[O:8][C:9]([C:11]2[CH:57]=[CH:56][C:14]([C:15]([S:17][CH:18]3[N:21]([C:22]([O:24][CH2:25][C:26]4[CH:31]=[CH:30][C:29]([N+:32]([O-:34])=[O:33])=[CH:28][CH:27]=4)=[O:23])[C:20](=[O:35])[CH:19]3[CH:36]=[P:37]([C:50]3[CH:55]=[CH:54][CH:53]=[CH:52][CH:51]=3)([C:44]3[CH:49]=[CH:48][CH:47]=[CH:46][CH:45]=3)[C:38]3[CH:43]=[CH:42][CH:41]=[CH:40][CH:39]=3)=[O:16])=[CH:13][CH:12]=2)=[O:10])=CC=1>FC(F)(F)C(O)=O.C(OCC)(=O)C>[C:9]([C:11]1[CH:12]=[CH:13][C:14]([C:15]([S:17][CH:18]2[N:21]([C:22]([O:24][CH2:25][C:26]3[CH:27]=[CH:28][C:29]([N+:32]([O-:34])=[O:33])=[CH:30][CH:31]=3)=[O:23])[C:20](=[O:35])[CH:19]2[CH:36]=[P:37]([C:38]2[CH:43]=[CH:42][CH:41]=[CH:40][CH:39]=2)([C:50]2[CH:51]=[CH:52][CH:53]=[CH:54][CH:55]=2)[C:44]2[CH:49]=[CH:48][CH:47]=[CH:46][CH:45]=2)=[O:16])=[CH:56][CH:57]=1)([OH:10])=[O:8]. Run at temperature 0 celsius, time 0.5 hour. The reactants are C#CCOC, CCOC(C)=O, CC(C)NC(C)C, CC(C)Oc1cc(OCCCCl)cc2ncnc(Nc3c(Cl)cc(I)c4c3OCO4)c12, [Cu]I. Yields the product COCC#Cc1cc(Cl)c(Nc2ncnc3cc(OCCCCl)cc(OC(C)C)c23)c2c1OCO2. RXN SMILES: [CH3:32][O:33][CH2:34][C:35]#[CH:36].[CH3:46][CH2:47][O:48][C:49](=[O:50])[CH3:51].[CH:37]([NH:38][CH:39]([CH3:40])[CH3:41])([CH3:42])[CH3:43].[Cl:1][c:2]1[c:3]([NH:12][c:13]2[n:14][cH:15][n:16][c:17]3[cH:18][c:19]([O:27][CH2:28][CH2:29][CH2:30][Cl:31])[cH:20][c:21]([O:23][CH:24]([CH3:25])[CH3:26])[c:22]23)[c:4]2[c:5]([c:9]([I:11])[cH:10]1)[O:6][CH2:7][O:8]2.[Cu:44][I:45]>>[Cl:1][c:2]1[c:3]([NH:12][c:13]2[n:14][cH:15][n:16][c:17]3[cH:18][c:19]([O:27][CH2:28][CH2:29][CH2:30][Cl:31])[cH:20][c:21]([O:23][CH:24]([CH3:25])[CH3:26])[c:22]23)[c:4]2[c:5]([c:9]([C:36]#[C:35][CH2:34][O:33][CH3:32])[cH:10]1)[O:6][CH2:7][O:8]2. The reactants are ClCCCC1CN(C(O1)=O)C1=CC=CC=C1 (5-(3-chloropropyl)-3-phenyl-2-oxazolidinone), COC1=C(C=CC=C1)N1CCNCC1 (1-(2-methoxyphenyl)-piperazine), C([O-])([O-])=O.[K+].[K+] (potassium carbonate), [I-].[K+] (potassium iodide), Cl (hydrogen chloride). Run in C(CCC)O (n-butanol). Yields the product O.Cl.COC1=C(C=CC=C1)N1CCN(CC1)CCCC1CN(C(O1)=O)C1=CC=CC=C1 (5-[3-[4-(2-Methoxyphenyl)-1-piperazinyl]propyl]-3-phenyl-2-oxazolidinone hydrochloride hydrate). Yield: 53.0%. Reaction SMILES: [Cl:1][CH2:2][CH2:3][CH2:4][CH:5]1[O:9][C:8](=[O:10])[N:7]([C:11]2[CH:16]=[CH:15][CH:14]=[CH:13][CH:12]=2)[CH2:6]1.[CH3:17][O:18][C:19]1[CH:24]=[CH:23][CH:22]=[CH:21][C:20]=1[N:25]1[CH2:30][CH2:29][NH:28][CH2:27][CH2:26]1.C(=O)([O-])[O-].[K+].[K+].[I-].[K+].Cl>C(O)CCC>[OH2:9].[ClH:1].[CH3:17][O:18][C:19]1[CH:24]=[CH:23][CH:22]=[CH:21][C:20]=1[N:25]1[CH2:30][CH2:29][N:28]([CH2:2][CH2:3][CH2:4][CH:5]2[O:9][C:8](=[O:10])[N:7]([C:11]3[CH:16]=[CH:15][CH:14]=[CH:13][CH:12]=3)[CH2:6]2)[CH2:27][CH2:26]1 |f:2.3.4,5.6,9.10.11|. Procedure details: Following the procedure of Example 5, a mixture of 5-(3-chloropropyl)-3-phenyl-2-oxazolidinone (4.5 g, 0.0188 mol), 1-(2-methoxyphenyl)-piperazine (3.62 g, 0.0188 mol), potassium carbonate (7.81 g, 0.0565 mol), and potassium iodide (1.0 g) in n-butanol (200 mL) gave an oil. The oil was acidified with warm ethanolic hydrogen chloride, filtered warm, and cooled to room temperature. Diethyl ether was added and the resulting solid was collected by filtration and dried under high vacuum at 50° C. to ... The reactants are COc1cc(OC)c(F)c(-c2ccc(Br)c3nccnc23)c1, CN1CCCC1=O, N#C[Cu], NCCN. Yields the product COc1cc(OC)c(F)c(-c2ccc(C#N)c3nccnc23)c1. RXN SMILES: [Br:1][c:2]1[c:3]2[n:4][cH:5][cH:6][n:7][c:8]2[c:9](-[c:12]2[c:13]([F:22])[c:14]([O:20][CH3:21])[cH:15][c:16]([O:18][CH3:19])[cH:17]2)[cH:10][cH:11]1.[CH3:26][N:27]1[CH2:28][CH2:29][CH2:30][C:31]1=[O:32].[Cu:23][C:24]#[N:25].[NH2:33][CH2:34][CH2:35][NH2:36]>>[c:2]1([C:24]#[N:25])[c:3]2[n:4][cH:5][cH:6][n:7][c:8]2[c:9](-[c:12]2[c:13]([F:22])[c:14]([O:20][CH3:21])[cH:15][c:16]([O:18][CH3:19])[cH:17]2)[cH:10][cH:11]1. Starting materials: BrB(Br)Br, COc1ccc(CC(=O)N(Cc2ccc(C)cc2)C2CCN(C)CC2)cc1O, ClCCl. The product is Cc1ccc(CN(C(=O)Cc2ccc(O)c(O)c2)C2CCN(C)CC2)cc1. RXN SMILES: [B:29]([Br:30])([Br:31])[Br:32].[CH3:1][c:2]1[cH:3][cH:4][c:5]([CH2:8][N:9]([C:10]([CH2:11][c:12]2[cH:13][c:14]([OH:20])[c:15]([O:18][CH3:19])[cH:16][cH:17]2)=[O:21])[CH:22]2[CH2:23][CH2:24][N:25]([CH3:28])[CH2:26][CH2:27]2)[cH:6][cH:7]1.[Cl:33][CH2:34][Cl:35]>>[CH3:1][c:2]1[cH:3][cH:4][c:5]([CH2:8][N:9]([C:10]([CH2:11][c:12]2[cH:13][c:14]([OH:20])[c:15]([OH:18])[cH:16][cH:17]2)=[O:21])[CH:22]2[CH2:23][CH2:24][N:25]([CH3:28])[CH2:26][CH2:27]2)[cH:6][cH:7]1. Starting materials: C1(=CC=CC=C1)S(=O)(=O)N1C=CC=2C1=NC=C(C2NC2CCN(CC2)CCC#N)[N+](=O)[O-] (3-[4-(1-benzenesulfonyl-5-nitro-1H-pyrrolo[2,3-b]pyridin-4-ylamino)-piperidin-1-yl]-propionitrile). The reagents and catalysts are [Pd] (palladium on carbon). Solvent: CCOC(=O)C (EtOAc). Run at temperature 50 celsius, time 24 hour. The product is NC=1C(=C2C(=NC1)N(C=C2)S(=O)(=O)C2=CC=CC=C2)NC2CCN(CC2)CCC#N (3-[4-(5-amino-1-benzenesulfonyl-1H-pyrrolo[2,3-b]pyridin-4-ylamino)-piperidin-1-yl]-propionitrile). Isolated yield 753.8%. As a reaction SMILES: [C:1]1([S:7]([N:10]2[C:14]3=[N:15][CH:16]=[C:17]([N+:30]([O-])=O)[C:18]([NH:19][CH:20]4[CH2:25][CH2:24][N:23]([CH2:26][CH2:27][C:28]#[N:29])[CH2:22][CH2:21]4)=[C:13]3[CH:12]=[CH:11]2)(=[O:9])=[O:8])[CH:6]=[CH:5][CH:4]=[CH:3][CH:2]=1>[Pd].CCOC(C)=O>[NH2:30][C:17]1[C:18]([NH:19][CH:20]2[CH2:21][CH2:22][N:23]([CH2:26][CH2:27][C:28]#[N:29])[CH2:24][CH2:25]2)=[C:13]2[CH:12]=[CH:11][N:10]([S:7]([C:1]3[CH:2]=[CH:3][CH:4]=[CH:5][CH:6]=3)(=[O:9])=[O:8])[C:14]2=[N:15][CH:16]=1. Procedure: A suspension of 3-[4-(1-benzenesulfonyl-5-nitro-1H-pyrrolo[2,3-b]pyridin-4-ylamino)-piperidin-1-yl]-propionitrile (19.3 g, 4.25 mmol) and palladium on carbon (3.7 g, 10%, wet, Degussa, E101 NE/W) in EtOAc (150 ml) was stirred under a hydrogen atmosphere (2-3 balloons) at 50° C. for 24 h. The reaction mixture was cooled to 25° C. then was filtered through Celite and the Celite washed with EtOAc (2×20 ml). The filtrate and washings were concentrated under reduced pressure. Purification of the resi...